This data is from the Open Reaction Database (ORD), a public repository of structured organic reaction records. The task is: describe an organic reaction: reactants, conditions, products, and yield The reactants are N1C(=NC=C1)N (1H-imidazol-2-ylamine), O=C(C(C(=O)OCC)C1=CC=CC=C1)C (ethyl 3-oxo-2-phenylbutanoate). The solvent is CN(C)C=O (DMF), C(CCC)N(CCCC)CCCC (N,N-dibutylbutan-1-amine), O (water), ClCCl (dichloromethane). Run at temperature 180 celsius. The product is CC1=C(C(=NC=2N1C=CN2)O)C2=CC=CC=C2 (5-methyl-6-phenylimidazo[1,2-a]pyrimidin-7-ol). RXN SMILES: [NH:1]1[CH:5]=[CH:4][N:3]=[C:2]1[NH2:6].O=[C:8]([CH3:21])[CH:9]([C:15]1[CH:20]=[CH:19][CH:18]=[CH:17][CH:16]=1)[C:10](OCC)=[O:11]>CN(C=O)C.C(N(CCCC)CCCC)CCC.O.ClCCl>[CH3:21][C:8]1[N:1]2[CH:5]=[CH:4][N:3]=[C:2]2[N:6]=[C:10]([OH:11])[C:9]=1[C:15]1[CH:20]=[CH:19][CH:18]=[CH:17][CH:16]=1. Procedure: A solution of 3.8 g 1H-imidazol-2-ylamine and 6 g ethyl 3-oxo-2-phenylbutanoate was suspended in a mixture of 32 mL DMF and 32 mL N,N-dibutylbutan-1-amine and heated by microwave irradiation to 180° C. for 10 h. The reaction mixture was diluted with water and dichloromethane, the phases separated, the aqueous layer extracted twice with dichloromethane, the combined organic layers were dried over Na2SO4 and concentrated to give the crude product. The crude product was purified by column chromatog... Reactants: CCN=C=NCCCN(C)C.Cl (WSC hydrochloride), O=C1N(OC(N1)=O)CC1=CC=C(OCC=2C=C(C=CC2)C2=CC=C(C=C2)C(=O)O)C=C1 (3′-({4-[(3,5-dioxo-1,2,4-oxadiazolidin-2-yl)methyl]phenoxy}methyl)-4-biphenylcarboxylic acid), C(C)OCCN ((2-ethoxyethyl)amine), C=1C=CC2=C(C1)N=NN2O (HOBt). Run in CN(C)C=O (DMF). Reaction conditions: time 27 hour. Product: O=C1N(OC(N1)=O)CC1=CC=C(OCC=2C=C(C=CC2)C2=CC=C(C=C2)C(=O)NCCOCC)C=C1 (3′-({4-[(3,5-dioxo-1,2,4-oxadiazolidin-2-yl)methyl]phenoxy}methyl)-N-(2-ethoxyethyl)-4-biphenylcarboxamide). RXN SMILES: CCN=C=NCCCN(C)C.Cl.[O:13]=[C:14]1[NH:18][C:17](=[O:19])[O:16][N:15]1[CH2:20][C:21]1[CH:43]=[CH:42][C:24]([O:25][CH2:26][C:27]2[CH:28]=[C:29]([C:33]3[CH:38]=[CH:37][C:36]([C:39]([OH:41])=O)=[CH:35][CH:34]=3)[CH:30]=[CH:31][CH:32]=2)=[CH:23][CH:22]=1.[CH2:44]([O:46][CH2:47][CH2:48][NH2:49])[CH3:45].C1C=CC2N(O)N=NC=2C=1>CN(C=O)C>[O:13]=[C:14]1[NH:18][C:17](=[O:19])[O:16][N:15]1[CH2:20][C:21]1[CH:43]=[CH:42][C:24]([O:25][CH2:26][C:27]2[CH:28]=[C:29]([C:33]3[CH:38]=[CH:37][C:36]([C:39]([NH:49][CH2:48][CH2:47][O:46][CH2:44][CH3:45])=[O:41])=[CH:35][CH:34]=3)[CH:30]=[CH:31][CH:32]=2)=[CH:23][CH:22]=1 |f:0.1|. Procedure: WSC hydrochloride (163 mg) was added to a mixture of 3′-({4-[(3,5-dioxo-1,2,4-oxadiazolidin-2-yl)methyl]phenoxy}methyl)-4-biphenylcarboxylic acid (293 mg), (2-ethoxyethyl)amine (0.11 ml), HOBt (142 mg) and DMF (10 ml), followed by stirring at room temperature for 27 hours. The solvent was evaporated under a reduced pressure, and chloroform/methanol (4/1) was added to the residue, followed by washing with water and a saturated ammonium chloride aqueous solution. The solvent was evaporated under a... Starting materials: CN(C(=O)N1CCC(=CC1)C1=CC2=C(N=CN=C2C2=C(C(=CC(=C2)F)N)C)N1)C (4-[4-(3-Amino-5-fluoro-2-methyl-phenyl)-7H-pyrrolo[2,3-d]pyrimidin-6-yl]-3,6-dihydro-2H-pyridine-1-carboxylic acid dimethylamide), FC=1C=C(C(=C(N)C1)C)B1OC(C(O1)(C)C)(C)C (5-fluoro-2-methyl-3-(4,4,5,5-tetramethyl-1,3,2-dioxaborolan-2-yl)aniline). The product is CN(C(=O)N1CCC(=CC1)C1=CC2=C(N=CN=C2C2=CC(=C(C=C2)F)N)N1)C (4-[4-(3-Amino-4-fluoro-phenyl)-7H-pyrrolo[2,3-d]pyrimidin-6-yl]-3,6-dihydro-2H-pyridine-1-carboxylic acid dimethylamide). Reaction SMILES: [CH3:1][N:2]([CH3:29])[C:3]([N:5]1[CH2:10][CH:9]=[C:8]([C:11]2[NH:28][C:14]3[N:15]=[CH:16][N:17]=[C:18]([C:19]4[CH:24]=[C:23](F)[CH:22]=[C:21]([NH2:26])[C:20]=4C)[C:13]=3[CH:12]=2)[CH2:7][CH2:6]1)=[O:4].[F:30]C1C=C(B2OC(C)(C)C(C)(C)O2)C(C)=C(C=1)N>>[CH3:29][N:2]([CH3:1])[C:3]([N:5]1[CH2:10][CH:9]=[C:8]([C:11]2[NH:28][C:14]3[N:15]=[CH:16][N:17]=[C:18]([C:19]4[CH:24]=[CH:23][C:22]([F:30])=[C:21]([NH2:26])[CH:20]=4)[C:13]=3[CH:12]=2)[CH2:7][CH2:6]1)=[O:4]. Procedure details: Intermediate 10 was prepared analogue to Intermediate 6 by replacing Intermediate 5 with 5-fluoro-2-methyl-3-(4,4,5,5-tetramethyl-1,3,2-dioxaborolan-2-yl)aniline. Reactants: C1(=CC=CC=C1)C=1OC2=C(C1)C=CC=C2 (2-phenylbenzofuran), C(C1=CC(=CC=C1)OC)(=O)Cl (m-anisoyl chloride). Product: COC=1C=C(C(=O)C2=C(OC3=C2C=CC=C3)C3=CC=CC=C3)C=CC1 (3-(3-methoxybenzoyl)-2-phenylbenzofuran). As a reaction SMILES: [C:1]1([C:7]2[O:8][C:9]3[CH:15]=[CH:14][CH:13]=[CH:12][C:10]=3[CH:11]=2)[CH:6]=[CH:5][CH:4]=[CH:3][CH:2]=1.[C:16](Cl)(=[O:25])[C:17]1[CH:22]=[CH:21][CH:20]=[C:19]([O:23][CH3:24])[CH:18]=1>>[CH3:24][O:23][C:19]1[CH:18]=[C:17]([CH:22]=[CH:21][CH:20]=1)[C:16]([C:11]1[C:10]2[CH:12]=[CH:13][CH:14]=[CH:15][C:9]=2[O:8][C:7]=1[C:1]1[CH:6]=[CH:5][CH:4]=[CH:3][CH:2]=1)=[O:25]. Reported procedure: Acylation of 10.5 g. (0.054 mol.) of 2-phenylbenzofuran with 9.9 g. (0.058 mol.) of m-anisoyl chloride according to the procedure described in Example 1 gives 3-(3-methoxybenzoyl)-2-phenylbenzofuran. Starting materials: FC1=C(C=CC=C1F)Br (2,3-difluoro-1-bromobenzene), [Cl-].[NH4+] (ammonium chloride), [Mg] (magnesium), C(CC)[C@@H]1CC[C@H](CC1)[C@@H]1CC[C@H](CC1)CCCC=O (4-(trans-4-(trans-4-propylcyclohexyl)cyclohexyl)butanal). Run in C1CCOC1 (THF), C1CCOC1 (THF), C1CCOC1 (THF). Run at temperature 50 celsius, time 1 hour. Yields the product FC1=CC=CC(=C1F)C=CCC[C@@H]1CC[C@H](CC1)[C@@H]1CC[C@H](CC1)CCC (2,3-difluoro-4-(4-(trans-4-(trans-4-propylcyclohexyl)cyclohexyl)-1-butenyl)benzene). Yield: 67.5%. RXN SMILES: [Mg].[F:2][C:3]1[C:8]([F:9])=[CH:7][CH:6]=[CH:5][C:4]=1Br.[CH2:11]([C@H:14]1[CH2:19][CH2:18][C@H:17]([C@H:20]2[CH2:25][CH2:24][C@H:23]([CH2:26][CH2:27][CH2:28][CH:29]=O)[CH2:22][CH2:21]2)[CH2:16][CH2:15]1)[CH2:12][CH3:13].[Cl-].[NH4+]>C1COCC1>[F:9][C:8]1[C:3]([F:2])=[C:4]([CH:29]=[CH:28][CH2:27][CH2:26][C@H:23]2[CH2:24][CH2:25][C@H:20]([C@H:17]3[CH2:16][CH2:15][C@H:14]([CH2:11][CH2:12][CH3:13])[CH2:19][CH2:18]3)[CH2:21][CH2:22]2)[CH:5]=[CH:6][CH:7]=1 |f:3.4|. Procedure details: Under nitrogen gas stream, 8.05 g (331 mmol) of magnesium was added to 20.0 ml of THF, and a solution of 58.1 g (301 mmol) of 2,3-difluoro-1-bromobenzene in 600 ml of THF was added by drops thereto so that the reaction temperature was maintained at about 50° C. and then stirred at room temperature for 1 hour. To the reaction solution was added by drops a solution of 70.0 g (251 mmol) of the crude 4-(trans-4-(trans-4-propylcyclohexyl)cyclohexyl)butanal obtained by the same manner as in the fifth ... Reaction SMILES: [N+:13](=[N-:14])=[CH2:15].[O:16]1[CH2:17][CH2:18][CH2:19][CH2:20]1.[nH:1]1[cH:2][cH:3][c:4]2[cH:5][cH:6][c:7]([C:10](=[O:11])[OH:12])[cH:8][c:9]12>>[nH:1]1[cH:2][cH:3][c:4]2[cH:5][cH:6][c:7]([C:10](=[O:11])[O:12][CH3:15])[cH:8][c:9]12. Starting materials: C=[N+]=[N-], C1CCOC1, O=C(O)c1ccc2cc[nH]c2c1. Yields the product COC(=O)c1ccc2cc[nH]c2c1.